From a dataset of the Open Reaction Database (ORD), a public repository of structured organic reaction records. describe an organic reaction: reactants, conditions, products, and yield Reactants: N1(CCNCC1)C=1C=CC=2N(N1)C(=NN2)C(F)(F)F (6-(piperazin-1-yl)-3-(trifluoromethyl)-[1,2,4]triazolo[4,3-b]pyridazine), BrC1=CC=C(C=O)C=C1 (4-bromobenzaldehyde). The product is BrC1=CC=C(C=C1)CN1CCN(CC1)C=1C=CC=2N(N1)C(=NN2)C(F)(F)F (6-[4-[(4-bromophenyl)methyl]piperazin-1-yl]-3-(trifluoromethyl)-[1,2,4]triazolo[4,3-b]pyridazine). As a reaction SMILES: [N:1]1([C:7]2[CH:8]=[CH:9][C:10]3[N:11]([C:13]([C:16]([F:19])([F:18])[F:17])=[N:14][N:15]=3)[N:12]=2)[CH2:6][CH2:5][NH:4][CH2:3][CH2:2]1.[Br:20][C:21]1[CH:28]=[CH:27][C:24]([CH:25]=O)=[CH:23][CH:22]=1>>[Br:20][C:21]1[CH:28]=[CH:27][C:24]([CH2:25][N:4]2[CH2:3][CH2:2][N:1]([C:7]3[CH:8]=[CH:9][C:10]4[N:11]([C:13]([C:16]([F:17])([F:18])[F:19])=[N:14][N:15]=4)[N:12]=3)[CH2:6][CH2:5]2)=[CH:23][CH:22]=1. Reported procedure: Reductive amination of 6-(piperazin-1-yl)-3-(trifluoromethyl)-[1,2,4]triazolo[4,3-b]pyridazine with 4-bromobenzaldehyde was carried out according to General Synthetic Method 7. The crude product was purified by hplc using a Waters XBridge Prep C18 OBD column, 5μ silica, 30 mm diameter, 100 mm length eluted with decreasingly polar mixtures of water (containing 0.1% aqueous ammonia) and acetonitrile as eluents to give 6-[4-[(4-bromophenyl)methyl]piperazin-1-yl]-3-(trifluoromethyl)-[1,2,4]triazolo[... Reactants: CCI, CCOc1nsnc1-c1cccnc1, CC(C)=O. The product is CCOc1nsnc1-c1ccc[n+](CC)c1, [I-]. RXN SMILES: [CH2:15]([CH3:16])[I:17].[CH2:1]([CH3:2])[O:3][c:4]1[n:5][s:6][n:7][c:8]1-[c:9]1[cH:10][n:11][cH:12][cH:13][cH:14]1.[CH3:18][C:19](=[O:20])[CH3:21]>>[CH2:1]([CH3:2])[O:3][c:4]1[n:5][s:6][n:7][c:8]1-[c:9]1[cH:10][n+:11]([CH2:15][CH3:16])[cH:12][cH:13][cH:14]1.[I-:17]. Starting materials: CC(C)(C)c1cc(C(=O)O)cc(C(C)(C)C)c1, Cc1ccc([N+](=O)[O-])cc1N. The reagents and catalysts are C1CCC(CC1)N=C=NC2CCCCC2 (DCC), C1=CC2=C(N=C1)N(N=N2)O (HOAt). Run in CN(C)C=O (DMF), CN(C)C=O (DMF), CN(C)C=O (DMF), CN(C)C=O (DMF), CN(C)C=O (DMF), CN(C)C=O (DMF). Run at temperature 25 celsius, time 2 hour. The product is Cc1ccc([N+](=O)[O-])cc1NC(=O)c1cc(C(C)(C)C)cc(C(C)(C)C)c1. Isolated yield 1.6%. RXN SMILES: Cc1ccc([N+](=O)[O-])cc1N.CC(C)(C)c1cc(C(=O)O)cc(C(C)(C)C)c1.C1CCC(CC1)N=C=NC2CCCCC2.C1=CC2=C(N=C1)N(N=N2)O.CN(C)C=O>>Cc1ccc([N+](=O)[O-])cc1NC(=O)c1cc(C(C)(C)C)cc(C(C)(C)C)c1. Starting materials: CC(=O)N1N=C(c2ccc([N+](=O)[O-])cc2)c2cc3c(cc2CC1C)OCO3, O=C[O-], [H][H], [K+], O. Yields the product CC(=O)N1N=C(c2ccc(N)cc2)c2cc3c(cc2CC1C)OCO3. Reaction SMILES: [C:1]([CH3:2])(=[O:3])[N:4]1[N:5]=[C:6]([c:19]2[cH:20][cH:21][c:22]([N+:25]([O-:26])=[O:27])[cH:23][cH:24]2)[c:7]2[c:8]([cH:12][c:13]3[c:14]([cH:15]2)[O:16][CH2:17][O:18]3)[CH2:9][CH:10]1[CH3:11].[CH:28]([O-:29])=[O:30].[H:32][H:33].[K+:31].[OH2:34]>>[C:1]([CH3:2])(=[O:3])[N:4]1[N:5]=[C:6]([c:19]2[cH:20][cH:21][c:22]([NH2:25])[cH:23][cH:24]2)[c:7]2[c:8]([cH:12][c:13]3[c:14]([cH:15]2)[O:16][CH2:17][O:18]3)[CH2:9][CH:10]1[CH3:11]. The reactants are C=CCOC(=O)NCC#N, CO, Cl, NO, [Na+], [OH-], O, O=S(=O)(O)O. The product is C=CCOC(=O)NCC(=N)NO. Reaction SMILES: [CH2:1]([CH:2]=[CH2:3])[O:4][C:5]([NH:6][CH2:7][C:8]#[N:9])=[O:10].[CH3:21][OH:22].[ClH:20].[NH2:18][OH:19].[Na+:12].[OH-:11].[OH2:23].[S:13]([OH:14])([OH:15])(=[O:16])=[O:17]>>[CH2:1]([CH:2]=[CH2:3])[O:4][C:5]([NH:6][CH2:7][C:8]([NH:9][OH:11])=[NH:18])=[O:10]. Starting materials: CC(C)=O, CC(CCC1CCCCC1)CCC1OC1(C)C, [O-][I+3]([O-])([O-])[O-], [K+], O. Yields the product CC(CCC=O)CCC1CCCCC1. Reaction SMILES: [CH3:18][C:19](=[O:20])[CH3:21].[CH:1]1([CH2:7][CH2:8][CH:9]([CH2:10][CH2:11][CH:12]2[C:13]([CH3:15])([CH3:16])[O:14]2)[CH3:17])[CH2:2][CH2:3][CH2:4][CH2:5][CH2:6]1.[I+3:22]([O-:23])([O-:24])([O-:25])[O-:26].[K+:27].[OH2:28]>>[CH:1]1([CH2:7][CH2:8][CH:9]([CH2:10][CH2:11][CH:12]=[O:14])[CH3:17])[CH2:2][CH2:3][CH2:4][CH2:5][CH2:6]1.